Dataset: the Open Reaction Database (ORD), a public repository of structured organic reaction records. Task: describe an organic reaction: reactants, conditions, products, and yield Starting materials: COC1=NC=CC(=C1)C=1OC2=C(C1C(=O)NC)C=C(C(=C2)N(S(=O)(=O)C)C)B2OC(C(O2)(C)C)(C)C (2-(2-methoxypyridin-4-yl)-N-methyl-6-(N-methylmethylsulfonamido)-5-(4,4,5,5-tetramethyl-1,3,2-dioxaborolan-2-yl)benzofuran-3-carboxamide), ClC=1C=CC2=C(C=3N(C=4C=CC=C(C4C3)F)CO2)N1 (2-chloro-11-fluoro-6H-pyrido[2′,3′:5,6][1,3]oxazino[3,4-a]indole), C(=O)([O-])[O-].[Na+].[Na+] (Na2CO3), CC(C)C1=CC(=C(C(=C1)C(C)C)C2=C(C=CC=C2)P(C3CCCCC3)C4CCCCC4)C(C)C (X-Phos). The reagents and catalysts are C=1C=CC(=CC1)/C=C/C(=O)/C=C/C2=CC=CC=C2.C=1C=CC(=CC1)/C=C/C(=O)/C=C/C2=CC=CC=C2.C=1C=CC(=CC1)/C=C/C(=O)/C=C/C2=CC=CC=C2.[Pd].[Pd] (Pd2(dba)3). The solvent is O1CCOCC1 (dioxane), O (H2O). Conditions: temperature 100 celsius, time 2 hour. Product: FC=1C=2C=C3N(C2C=CC1)COC1=C3N=C(C=C1)C=1C(=CC3=C(C(=C(O3)C3=CC(=NC=C3)OC)C(=O)NC)C1)N(S(=O)(=O)C)C (5-(11-fluoro-6H-pyrido[2′,3′:5,6][1,3]oxazino[3,4-a]indol-2-yl)-2-(2-methoxypyridin-4-yl)-N-methyl-6-(N-methylmethylsulfonamido)benzofuran-3-carboxamide). Isolated yield 46.5%. RXN SMILES: [CH3:1][O:2][C:3]1[CH:8]=[C:7]([C:9]2[O:10][C:11]3[CH:21]=[C:20]([N:22]([CH3:27])[S:23]([CH3:26])(=[O:25])=[O:24])[C:19](B4OC(C)(C)C(C)(C)O4)=[CH:18][C:12]=3[C:13]=2[C:14]([NH:16][CH3:17])=[O:15])[CH:6]=[CH:5][N:4]=1.Cl[C:38]1[CH:39]=[CH:40][C:41]2[O:54][CH2:53][N:44]3[C:45]4[CH:46]=[CH:47][CH:48]=[C:49]([F:52])[C:50]=4[CH:51]=[C:43]3[C:42]=2[N:55]=1.C([O-])([O-])=O.[Na+].[Na+].CC(C1C=C(C(C)C)C(C2C=CC=CC=2P(C2CCCCC2)C2CCCCC2)=C(C(C)C)C=1)C>O1CCOCC1.O.C1C=CC(/C=C/C(/C=C/C2C=CC=CC=2)=O)=CC=1.C1C=CC(/C=C/C(/C=C/C2C=CC=CC=2)=O)=CC=1.C1C=CC(/C=C/C(/C=C/C2C=CC=CC=2)=O)=CC=1.[Pd].[Pd]>[F:52][C:49]1[C:50]2[CH:51]=[C:43]3[C:42]4[N:55]=[C:38]([C:19]5[C:20]([N:22]([CH3:27])[S:23]([CH3:26])(=[O:24])=[O:25])=[CH:21][C:11]6[O:10][C:9]([C:7]7[CH:6]=[CH:5][N:4]=[C:3]([O:2][CH3:1])[CH:8]=7)=[C:13]([C:14]([NH:16][CH3:17])=[O:15])[C:12]=6[CH:18]=5)[CH:39]=[CH:40][C:41]=4[O:54][CH2:53][N:44]3[C:45]=2[CH:46]=[CH:47][CH:48]=1 |f:2.3.4,8.9.10.11.12|. Procedure details: To a degassed solution of 2-(2-methoxypyridin-4-yl)-N-methyl-6-(N-methylmethylsulfonamido)-5-(4,4,5,5-tetramethyl-1,3,2-dioxaborolan-2-yl)benzofuran-3-carboxamide (60 mg, 0.12 mmol), 2-chloro-11-fluoro-6H-pyrido[2′,3′:5,6][1,3]oxazino[3,4-a]indole (35 mg, 0.13 mmol) and Na2CO3 (25 mg, 0.23 mmol) in dioxane (1.5 mL) and H2O (0.1 mL) was added Pd2(dba)3 (3 mg) and X-Phos (3 mg) under N2. Then the mixture was stirred at 100° C. for 2 hours. The reaction mixture was cooled to RT and filtered. The fi... Reactants: IC1=C(C=C(C=C1)C)[N+](=O)[O-] (4-iodo-3-nitrotoluene), BrC(F)(F)P(OCC)(OCC)=O (diethyl bromodifluoromethylphosphonate). The product is CC1=CC(=C(C=C1)C(F)(F)P(OCC)(OCC)=O)[N+](=O)[O-] (diethyl (4-methyl-2-nitrophenyl)difluoromethylphosphonate). Reaction SMILES: I[C:2]1[CH:7]=[CH:6][C:5]([CH3:8])=[CH:4][C:3]=1[N+:9]([O-:11])=[O:10].Br[C:13]([P:16](=[O:23])([O:20][CH2:21][CH3:22])[O:17][CH2:18][CH3:19])([F:15])[F:14]>>[CH3:8][C:5]1[CH:6]=[CH:7][C:2]([C:13]([P:16](=[O:23])([O:17][CH2:18][CH3:19])[O:20][CH2:21][CH3:22])([F:15])[F:14])=[C:3]([N+:9]([O-:11])=[O:10])[CH:4]=1. Procedure: Commercially available 4-iodo-3-nitrotoluene was reacted with diethyl bromodifluoromethylphosphonate under Cd coupling conditions using Example 25 to yield diethyl (4-methyl-2-nitrophenyl)difluoromethylphosphonate. The diethyl (4-methyl-2-nitrophenyl)difluoromethylphosphonate (500 mg, 1.55 mmol) was dissolved in EtOAc (10 mL) and EtOH (10 mL). Five percent Pd—C (approximately 20 mg) was added and the mixture placed under H2 (1 atm.) and stirred at room temperature overnight. The mixture was then... The reactants are C(C=CC1=CC=CC=C1)=O (cinnamaldehyde), C(C)(=O)OCC (ethyl acetate), CC(=O)C (acetone), [OH-].[Na+] (sodium hydroxide), O (water). Run at time 30 minute. Yields the product C1(=CC=CC=C1)C=CC=CC(C)=O (4-(2-phenylethenyl)-3-buten-2-one). Yield: 91.0%. As a reaction SMILES: [CH:1](=O)[CH:2]=[CH:3][C:4]1[CH:9]=[CH:8][CH:7]=[CH:6][CH:5]=1.[OH-].[Na+].O.C(OCC)(=O)C.[CH3:20][C:21]([CH3:23])=[O:22]>>[C:4]1([CH:3]=[CH:2][CH:1]=[CH:20][C:21](=[O:22])[CH3:23])[CH:9]=[CH:8][CH:7]=[CH:6][CH:5]=1 |f:1.2|. Procedure: In a 250 ml single neck flask was charged 13.2 g (100 mmoles,1.0 eq) of cinnamaldehyde dissolved in 30 ml of acetone. To this was added 5 g of 10% aqueous sodium hydroxide solution (12.5 mmoles, 0.125 eq), dropwise and during the course of addition, temperature was kept no higher than 25° C., while the mixture was agitated continuously for 30 minutes. To the mixture was added 50 ml of water, followed by 100 ml of ethyl acetate, the phases were separated and the organic phase was washed with wate... The reactants are CN(C=O)C (dimethylformamide), C(CCC)[Li] (n-butyl lithium), CCCCCC (hexane), BrC=1C=CC=C2C=CNC12 (7-bromoindole). Run in O1CCCC1 (tetrahydrofuran), O (water). Run at temperature -70 celsius, time 15 minute. Product: C(=O)C=1C=CC=C2C=CNC12 (7-Formyl indole). As a reaction SMILES: Br[C:2]1[CH:3]=[CH:4][CH:5]=[C:6]2[C:10]=1[NH:9][CH:8]=[CH:7]2.C([Li])CCC.CCCCCC.CN(C)[CH:24]=[O:25]>O1CCCC1.O>[CH:24]([C:2]1[CH:3]=[CH:4][CH:5]=[C:6]2[C:10]=1[NH:9][CH:8]=[CH:7]2)=[O:25]. Procedure details: A solution of 7-bromoindole [Tet. Lett. 30, 2129 (1989)] (12.75 g, 0.065 mole) in dry tetrahydrofuran (230 ml) was cooled in a dry ice-acetone bath and 2.5M n-butyl lithium in hexane (78 ml, 0.195 mole) added dropwise over 1 hour, maintaining the reaction temperature below -60° C. The reaction mixture was stirred for a further 15 minutes at -70° C., then allowed to warm to 5° C. After 30 minutes at 5° C., the reaction was recooled to -70° C. and dimethylformamide (25 ml, 0.325 mole) added dropwi... Starting materials: c1c(ccc(c1)C[C@H](C(OC)=O)NC(OC(C)(C)C)=O)O. The reagents and catalysts are c1ccc(cc1)-c2c3ccccc3cc4ccccc24 (9-Phenylanthracene), Cl (HCl), RaNi 4200. The solvent is CC(C)O (IPA). Reaction conditions: temperature 60 celsius, time 18 hour. Yields the product COC(=O)[C@@H](CC1CCC(O)CC1)NC(=O)OC(C)(C)C. RXN SMILES: [CH3:1][O:2][C:3]([C@H:5]([NH:14][C:15]([O:17][C:18]([CH3:21])([CH3:20])[CH3:19])=[O:16])[CH2:6][c:7]1[cH:13][cH:12][c:10]([OH:11])[cH:9][cH:8]1)=[O:4]>>[CH3:1][O:2][C:3]([C@H:5]([NH:14][C:15]([O:17][C:18]([CH3:21])([CH3:20])[CH3:19])=[O:16])[CH2:6][CH:7]1[CH2:13][CH2:12][CH:10]([OH:11])[CH2:9][CH2:8]1)=[O:4].